Dataset: the Open Reaction Database (ORD), a public repository of structured organic reaction records. Task: describe an organic reaction: reactants, conditions, products, and yield Starting materials: C1CCOC1, COc1ccc(-n2nc(OC)cc2-c2ccc(O)cc2)cc1, CCOC(=O)N=NC(=O)OCC, CC(C)(C)OC(=O)NCCO, c1ccc(P(c2ccccc2)c2ccccc2)cc1. Product: COc1ccc(-n2nc(OC)cc2-c2ccc(OCCNC(=O)OC(C)(C)C)cc2)cc1. As a reaction SMILES: [CH2:65]1[O:66][CH2:67][CH2:68][CH2:69]1.[CH3:13][O:14][c:15]1[n:16][n:17](-[c:27]2[cH:28][cH:29][c:30]([O:33][CH3:34])[cH:31][cH:32]2)[c:18](-[c:20]2[cH:21][cH:22][c:23]([OH:26])[cH:24][cH:25]2)[cH:19]1.[O:1]=[C:2]([O:3][CH2:4][CH3:5])[N:6]=[N:7][C:8]([O:9][CH2:10][CH3:11])=[O:12].[OH:35][CH2:36][CH2:37][NH:38][C:39]([O:40][C:41]([CH3:42])([CH3:43])[CH3:44])=[O:45].[c:46]1([P:47]([c:48]2[cH:49][cH:50][cH:51][cH:52][cH:53]2)[c:54]2[cH:55][cH:56][cH:57][cH:58][cH:59]2)[cH:60][cH:61][cH:62][cH:63][cH:64]1>>[CH3:13][O:14][c:15]1[n:16][n:17](-[c:27]2[cH:28][cH:29][c:30]([O:33][CH3:34])[cH:31][cH:32]2)[c:18](-[c:20]2[cH:21][cH:22][c:23]([O:26][CH2:36][CH2:37][NH:38][C:39]([O:40][C:41]([CH3:42])([CH3:43])[CH3:44])=[O:45])[cH:24][cH:25]2)[cH:19]1. The product is O=S1(CCN(CC2=C1C=CC=C2)C2=NC1=CC=C(C=C1C(=C2)N2C[C@H]([C@@H](C2)F)N)C)=O (trans-1-[2-(1,1-Dioxido-2,3-dihydro-1,4-benzothiazepin-4(5H)-yl)-6-methylquinolin-4-yl]-4-fluoropyrrolidin-3-amine). The reactants are ClC1=CC(=NC2=CC=C(C=C12)C)N1CCS(C2=C(C1)C=CC=C2)(=O)=O (4-(4-chloro-6-methylquinolin-2-yl)-2,3,4,5-tetrahydro-1,4-benzothiazepine 1,1-dioxide), F[C@H]1[C@@H](CNC1)NC(OC(C)(C)C)=O (tert-butyl (trans-4-fluoropyrrolidin-3-yl)carbamate). RXN SMILES: Cl[C:2]1[C:11]2[C:6](=[CH:7][CH:8]=[C:9]([CH3:12])[CH:10]=2)[N:5]=[C:4]([N:13]2[CH2:19][C:18]3[CH:20]=[CH:21][CH:22]=[CH:23][C:17]=3[S:16](=[O:25])(=[O:24])[CH2:15][CH2:14]2)[CH:3]=1.[F:26][C@@H:27]1[CH2:31][NH:30][CH2:29][C@H:28]1[NH:32]C(=O)OC(C)(C)C>>[O:24]=[S:16]1(=[O:25])[C:17]2[CH:23]=[CH:22][CH:21]=[CH:20][C:18]=2[CH2:19][N:13]([C:4]2[CH:3]=[C:2]([N:30]3[CH2:31][C@@H:27]([F:26])[C@H:28]([NH2:32])[CH2:29]3)[C:11]3[C:6](=[CH:7][CH:8]=[C:9]([CH3:12])[CH:10]=3)[N:5]=2)[CH2:14][CH2:15]1. Procedure details: The title compound was prepared in analogy to Example 78-1 in Scheme 7 by using 4-(4-chloro-6-methylquinolin-2-yl)-2,3,4,5-tetrahydro-1,4-benzothiazepine 1,1-dioxide and tert-butyl (trans-4-fluoropyrrolidin-3-yl)carbamate. MS obsd. (ESI+) [(M+H)+] 441, 1H NMR (400 MHz, CD3OD) δ ppm 7.98 (dd, J=7.71, 1.89 Hz, 1 H), 7.91-7.75 (m, 2 H), 7.62 (t, J=7.45 Hz, 1 H), 7.52 (d, J=8.59 Hz, 1 H), 7.45 (td, J=7.58, 3.28 Hz, 1 H), 7.32 (d, J=8.59 Hz, 1 H), 6.19 (s, 1 H), 5.18 (brs, 2 H), 5.06 (m, 1 H), 4.53 (... Reactants: O=C([O-])[O-], CI, CN(C)C=O, CS(=O)(=O)c1ccc2c(C(=O)c3ccc(F)cc3)c(O)ccc2c1, [K+], [K+], O. As a reaction SMILES: [C:27](=[O:28])([O-:29])[O-:30].[CH3:25][I:26].[CH3:33][N:34]([CH3:35])[CH:36]=[O:37].[F:1][c:2]1[cH:3][cH:4][c:5]([C:6](=[O:7])[c:8]2[c:9]3[cH:10][cH:11][c:12]([S:19](=[O:20])(=[O:21])[CH3:22])[cH:13][c:14]3[cH:15][cH:16][c:17]2[OH:18])[cH:23][cH:24]1.[K+:31].[K+:32].[OH2:38]>>[F:1][c:2]1[cH:3][cH:4][c:5]([C:6](=[O:7])[c:8]2[c:9]3[cH:10][cH:11][c:12]([S:19](=[O:20])(=[O:21])[CH3:22])[cH:13][c:14]3[cH:15][cH:16][c:17]2[O:18][CH3:27])[cH:23][cH:24]1. The product is COc1ccc2cc(S(C)(=O)=O)ccc2c1C(=O)c1ccc(F)cc1. Reactants: CC(C)C[AlH]CC(C)C, COC(=O)c1cnc(C)c(C)c1, ClCCl. Yields the product Cc1cc(CO)cnc1C. As a reaction SMILES: [CH3:13][CH:14]([CH2:15][AlH:16][CH2:17][CH:18]([CH3:19])[CH3:20])[CH3:21].[CH3:1][c:2]1[cH:3][c:4]([C:9](=[O:10])[O:11][CH3:12])[cH:5][n:6][c:7]1[CH3:8].[Cl:22][CH2:23][Cl:24]>>[CH3:1][c:2]1[cH:3][c:4]([CH2:9][OH:10])[cH:5][n:6][c:7]1[CH3:8]. Reactants: COC(=O)c1cccc2c1nc(C(=O)Nc1ccc(N3CCOCC3=O)cc1)n2CC(=O)Nc1ccc(Cl)cn1, ClCCl. Yields the product O=C(Cn1c(C(=O)Nc2ccc(N3CCOCC3=O)cc2)nc2c(C(=O)O)cccc21)Nc1ccc(Cl)cn1. As a reaction SMILES: [CH3:1][O:2][C:3](=[O:4])[c:5]1[cH:6][cH:7][cH:8][c:9]2[n:10]([CH2:30][C:31]([NH:32][c:33]3[n:34][cH:35][c:36]([Cl:39])[cH:37][cH:38]3)=[O:40])[c:11]([C:14]([NH:15][c:16]3[cH:17][cH:18][c:19]([N:22]4[C:23](=[O:28])[CH2:24][O:25][CH2:26][CH2:27]4)[cH:20][cH:21]3)=[O:29])[n:12][c:13]12.[Cl:41][CH2:42][Cl:43]>>[O:2]=[C:3]([OH:4])[c:5]1[cH:6][cH:7][cH:8][c:9]2[n:10]([CH2:30][C:31]([NH:32][c:33]3[n:34][cH:35][c:36]([Cl:39])[cH:37][cH:38]3)=[O:40])[c:11]([C:14]([NH:15][c:16]3[cH:17][cH:18][c:19]([N:22]4[C:23](=[O:28])[CH2:24][O:25][CH2:26][CH2:27]4)[cH:20][cH:21]3)=[O:29])[n:12][c:13]12. Starting materials: CC#N, Nc1cc(Cl)nc(Cl)n1, N#Cc1ccc(NCCN)nc1. Product: N#Cc1ccc(NCCNc2nc(N)cc(Cl)n2)nc1. RXN SMILES: [CH3:22][C:23]#[N:24].[Cl:1][c:2]1[n:3][c:4]([Cl:9])[cH:5][c:6]([NH2:8])[n:7]1.[NH2:10][CH2:11][CH2:12][NH:13][c:14]1[cH:15][cH:16][c:17]([C:20]#[N:21])[cH:18][n:19]1>>[c:2]1([NH:10][CH2:11][CH2:12][NH:13][c:14]2[cH:15][cH:16][c:17]([C:20]#[N:21])[cH:18][n:19]2)[n:3][c:4]([Cl:9])[cH:5][c:6]([NH2:8])[n:7]1.